Dataset: the Open Reaction Database (ORD), a public repository of structured organic reaction records. Task: describe an organic reaction: reactants, conditions, products, and yield Reactants: OC1=CC=CC=2C(C3=CC=CC=C3OC12)=O (4-hydroxy-9-oxoxanthene), C(Cl)C1CO1 (epichlorohydrin). The reagents and catalysts are N1CCCCC1 (piperidine). Product: ClCC(COC1=CC=CC=2C(C3=CC=CC=C3OC12)=O)O (1-chloro-2-hydroxy-3-(9-oxoxanth-4-yloxy)propane). Isolated yield 38.0%. As a reaction SMILES: [OH:1][C:2]1[C:15]2[O:14][C:13]3[C:8](=[CH:9][CH:10]=[CH:11][CH:12]=3)[C:7](=[O:16])[C:6]=2[CH:5]=[CH:4][CH:3]=1.[CH2:17]([CH:19]1[O:21][CH2:20]1)[Cl:18]>N1CCCCC1>[Cl:18][CH2:17][CH:19]([OH:21])[CH2:20][O:1][C:2]1[C:15]2[O:14][C:13]3[C:8](=[CH:9][CH:10]=[CH:11][CH:12]=3)[C:7](=[O:16])[C:6]=2[CH:5]=[CH:4][CH:3]=1. Reported procedure: A mixture of 4-hydroxy-9-oxoxanthene (1.1 g), epichlorohydrin (4 g) and piperidine (0.01 g) is heated on a boiling water-bath for 5 hours. Excess epichlorohydrin is then removed by distillation and the residue is dissolved in ethyl acetate (50 ml). The organic solution is washed with 2N NaOH (20 ml) and concentrated to dryness yielding 1-chloro-2-hydroxy-3-(9-oxoxanth-4-yloxy)propane (0.6 g) as a raw product. A solution of this product in absolute ethanol (20 ml) is then added to a solution of 2... Reactants: C(C)(C)(C)C1=C(C(=CC=C1)C(C)(C)C)O (2,6-di-t-butylphenol), C(C)(=O)O (acetic acid). The solvent is FC(C(=O)OC(C(F)(F)F)=O)(F)F (trifluoroacetic anhydride), C(Cl)(Cl)Cl (chloroform). Reaction conditions: time 1 hour. Yields the product C(C)(C)(C)C=1C=C(C=C(C1O)C(C)(C)C)C(C)=O ((3,5-Di-t-butyl-4-hydroxyphenyl)ethanone). Reaction SMILES: [C:1]([C:5]1[CH:10]=[CH:9][CH:8]=[C:7]([C:11]([CH3:14])([CH3:13])[CH3:12])[C:6]=1[OH:15])([CH3:4])([CH3:3])[CH3:2].[C:16](O)(=[O:18])[CH3:17]>FC(F)(F)C(OC(=O)C(F)(F)F)=O.C(Cl)(Cl)Cl>[C:11]([C:7]1[CH:8]=[C:9]([C:16](=[O:18])[CH3:17])[CH:10]=[C:5]([C:1]([CH3:4])([CH3:3])[CH3:2])[C:6]=1[OH:15])([CH3:14])([CH3:13])[CH3:12]. Procedure details: A mixture of 2,6-di-t-butylphenol (1 g) in trifluoroacetic anhydride (5 ml) is carefully treated with 0.28 ml of glacial acetic acid and the reaction mixture is stirred at 20°-25° for 1 hr. The reaction mixture is diluted with chloroform and is separated, washed with saline, dried over anhydrous sodium sulfate, and concentrated under reduced pressure. The crude product (1.39 g) is chromatographed on 180 g of silica gel. The column is packed and eluted with chloroform/acetone (99/1). An initial f... Starting materials: N (NH3), C(C)O (ethanol), FC(C(=O)O)(CNCC1=CC2=CC=C(C=C2C=C1)OC1CCC2(CC1)CCCCC2)F (2,2-difluoro-3-((6-(spiro[5.5]undecan-3-yloxy)naphthalen-2-yl)methylamino)propanoic acid), C(C)O (Ethanol). Conditions: temperature -78 celsius. Yields the product COC=1C=C2C=NC(=NC2=CC1)C (6-Methoxy-2-methylquinazoline). As a reaction SMILES: F[C:2](F)([CH2:6][NH:7][CH2:8][C:9]1[CH:18]=[CH:17][C:16]2[C:11](=CC=C(OC3CCC4(CCCCC4)CC3)C=2)[CH:10]=1)C(O)=O.[NH3:32].[CH2:33]([OH:35])C>>[CH3:33][O:35][C:11]1[CH:10]=[C:9]2[C:18](=[CH:17][CH:16]=1)[N:32]=[C:6]([CH3:2])[N:7]=[CH:8]2. Procedure details: N-(2-Formyl-4-methoxyphenyl)acetamide (2, 2.50 g, 12.9 mmol) was dissolved in Ethanol (300 mL, 5000 mmol) and cooled to at −78° C. in a high pressure reactor. A solution of NH3 saturated in ethanol was added. The reaction mixture was then heated at 135° C. for 2 hours. Cooled to 23° C., and solvent was removed to give a crude product, which was then purified via chromatography (SiO2, 120 g, 0-20% MeOH/DCM; 1.87 g, 83%). 1H NMR (400 MHz, CHLOROFORM-d) δ ppm 2.91 (s, 3H) 3.97 (s, 3H) 7.15 (d, J=2.... Run at temperature 80 celsius. RXN SMILES: [OH:1][C:2]1[CH:7]=[CH:6][C:5]([C:8](=[O:10])[CH3:9])=[CH:4][CH:3]=1.C(=O)([O-])[O-].[K+].[K+].S([O-])(=O)(=O)C.[CH2:22]([N:24]([CH:27](O)[CH2:28][CH3:29])[CH2:25][CH3:26])[CH3:23].CS(Cl)(=O)=O>CN(C=O)C.O.CCOC(C)=O>[CH2:22]([N:24]([CH2:25][CH3:26])[CH2:27][CH2:28][CH2:29][O:1][C:2]1[CH:7]=[CH:6][C:5]([C:8](=[O:10])[CH3:9])=[CH:4][CH:3]=1)[CH3:23] |f:1.2.3|. Reported procedure: To a stirred solution of 4′-hydroxyacetophenone (2.2 mmol) in DMF (10 mL) at rt, solid potassium carbonate (8.0 mmol) was added. The mesylate of N,N-diethyaminopropanol (prepared from the corresponding alcohol and methanesulfonyl chloride) (2.0 mmol) was added to the reaction mixture and heated to 80° C. until completion according to General Procedure Q1, as indicated by TLC or HPLC. After cooling to rt, the reaction mixture was diluted with water and the product was isolated in EtOAc. The combi... Run in O (water), CN(C)C=O (DMF), CCOC(=O)C (EtOAc). The product is C(C)N(CCCOC1=CC=C(C=C1)C(C)=O)CC (1-{4-[3-(diethylamino)propoxy]phenyl}ethanone). Reactants: OC1=CC=C(C=C1)C(C)=O (4′-hydroxyacetophenone), C([O-])([O-])=O.[K+].[K+] (potassium carbonate), S(C)(=O)(=O)[O-] (mesylate), C(C)N(CC)C(CC)O (N,N-diethyaminopropanol), alcohol, CS(=O)(=O)Cl (methanesulfonyl chloride). The yield is 50.0%. The reactants are OC1(c2ccccn2)CCN(Cc2ccccc2)CC1, CCO. Product: OC1(c2ccccn2)CCNCC1. RXN SMILES: [CH2:1]([c:2]1[cH:3][cH:4][cH:5][cH:6][cH:7]1)[N:8]1[CH2:9][CH2:10][C:11]([c:14]2[n:15][cH:16][cH:17][cH:18][cH:19]2)([OH:20])[CH2:12][CH2:13]1.[CH3:21][CH2:22][OH:23]>>[NH:8]1[CH2:9][CH2:10][C:11]([c:14]2[n:15][cH:16][cH:17][cH:18][cH:19]2)([OH:20])[CH2:12][CH2:13]1. The reactants are N(=[N+]=[N-])C1=C(C=C(COC[C@@H]2[C@H]([C@@H]([C@H]([C@H](SC3=CC=CC=C3)O2)OCC2=CC=C(C=C2)OC)OCC2=CC=C(C=C2)OC)OCC2=CC=C(C=C2)OC)C=C1)Cl (Phenyl 6-O-(4-azido-3-chlorobenzyl)-2,3,4-tri-O-(4-methoxybenzyl)-1-thio-β-D-glucopyranoside), O (water), C(#N)C1=C(C(=O)C(=C(C1=O)Cl)Cl)C#N (DDQ), O=C1C(O)=C(O)[C@H](O1)[C@@H](O)CO (L-ascorbic acid). Run in ClCCl (dichloromethane). Reaction conditions: time 3 hour. The product is N(=[N+]=[N-])C1=C(C=C(COC[C@@H]2[C@H]([C@@H]([C@H]([C@H](SC3=CC=CC=C3)O2)O)O)O)C=C1)Cl (Phenyl 6-O-(4-azido-3-chlorobenzyl)-1-thio-β-D-glucopyranoside). The yield is 86.0%. RXN SMILES: [N:1]([C:4]1[CH:55]=[CH:54][C:7]([CH2:8][O:9][CH2:10][C@H:11]2[O:23][C@@H:15]([S:16][C:17]3[CH:22]=[CH:21][CH:20]=[CH:19][CH:18]=3)[C@H:14]([O:24]CC3C=CC(OC)=CC=3)[C@@H:13]([O:34]CC3C=CC(OC)=CC=3)[C@@H:12]2[O:44]CC2C=CC(OC)=CC=2)=[CH:6][C:5]=1[Cl:56])=[N+:2]=[N-:3].O.C(C1C(=O)C(Cl)=C(Cl)C(=O)C=1C#N)#N.O=C1O[C@H]([C@H](CO)O)C(O)=C1O>ClCCl>[N:1]([C:4]1[CH:55]=[CH:54][C:7]([CH2:8][O:9][CH2:10][C@H:11]2[O:23][C@@H:15]([S:16][C:17]3[CH:22]=[CH:21][CH:20]=[CH:19][CH:18]=3)[C@H:14]([OH:24])[C@@H:13]([OH:34])[C@@H:12]2[OH:44])=[CH:6][C:5]=1[Cl:56])=[N+:2]=[N-:3]. Procedure details: To a solution of phenyl 6-O-(4-azido-3-chlorobenzyl)-2,3,4-tri-O-(4-methoxybenzyl)-1-thio-β-D-glucopyranoside (9) (1.24 g, 1.55 mmol) in dichloromethane (10 ml) were added water (0.5 ml) and DDQ (1.41 g, 6.21 mmol), and the resulting mixture was stirred at room temperature for 3 hr. Thereto was added 5% aqueous L-ascorbic acid solution, and the mixture was stirred for a while, and extracted with ethyl acetate. The organic layer was washed successively with saturated aqueous sodium hydrogencarbon... Reactants: CCN(CC)OS(=O)(=O)[O-], ClCCl, [F-], [F-], [F-], CC(C)(c1cc(Cl)cc(Cl)c1)N1COC(CO)=C(c2ccccc2)C1=O. Yields the product CC(C)(c1cc(Cl)cc(Cl)c1)N1COC(CF)=C(c2ccccc2)C1=O. As a reaction SMILES: [CH2:4]([N:5]([O:6][S:7]([O-:8])(=[O:9])=[O:10])[CH2:11][CH3:12])[CH3:13].[Cl:40][CH2:41][Cl:42].[F-:1].[F-:2].[F-:3].[OH:14][CH2:15][C:16]1=[C:17]([c:34]2[cH:35][cH:36][cH:37][cH:38][cH:39]2)[C:18](=[O:33])[N:19]([C:22]([CH3:23])([c:24]2[cH:25][c:26]([Cl:31])[cH:27][c:28]([Cl:30])[cH:29]2)[CH3:32])[CH2:20][O:21]1>>[F:1][CH2:15][C:16]1=[C:17]([c:34]2[cH:35][cH:36][cH:37][cH:38][cH:39]2)[C:18](=[O:33])[N:19]([C:22]([CH3:23])([c:24]2[cH:25][c:26]([Cl:31])[cH:27][c:28]([Cl:30])[cH:29]2)[CH3:32])[CH2:20][O:21]1. Reactants: C(C)OC(=O)C1=CC=C(C=C1)NC=NC1=CC=C(C=C1)C(=O)OCC (N,N'-bis(4-ethoxycarbonylphenyl)formamidine), [OH-].[K+] (potassium hydroxide), S(=O)(=O)(OC)OC (dimethyl sulfate), O (water). The solvent is CN(C=O)C (dimethylformamide). Conditions: time 8 hour. Yields the product C(C)OC(=O)C1=CC=C(C=C1)N(C=NC1=CC=C(C=C1)C(=O)OCC)C (N, N'-bis (4-Ethoxycarbonylphenyl)-N-methylformamidine). RXN SMILES: [CH2:1]([O:3][C:4]([C:6]1[CH:11]=[CH:10][C:9]([NH:12][CH:13]=[N:14][C:15]2[CH:20]=[CH:19][C:18]([C:21]([O:23][CH2:24][CH3:25])=[O:22])=[CH:17][CH:16]=2)=[CH:8][CH:7]=1)=[O:5])[CH3:2].[OH-].[K+].S(OC)(O[CH3:32])(=O)=O.O>CN(C)C=O>[CH2:24]([O:23][C:21]([C:18]1[CH:19]=[CH:20][C:15]([N:14]([CH3:32])[CH:13]=[N:12][C:9]2[CH:8]=[CH:7][C:6]([C:4]([O:3][CH2:1][CH3:2])=[O:5])=[CH:11][CH:10]=2)=[CH:16][CH:17]=1)=[O:22])[CH3:25] |f:1.2|. Procedure details: To a stirred solution of N,N'-bis(4-ethoxycarbonylphenyl)formamidine (6.8 g, 0.02 mol) in 50 ml of dimethylformamide was added 2.0 g of potassium hydroxide and 2 ml (0.02 mole) of dimethyl sulfate. The solution was stirred overnight and heated at 100° for 3 hrs. The reaction mixture was poured into 100 ml of water and the solid which precipated was collected by filtration and dried. The solid was triturated with 150 ml of benzene. The undissolved material was removed by filtration and the filtra... Yields the product CC(C1=CC(=CC=C1)C(F)(F)F)=NOC1=C(C=CC=C1)C(C=O)=NOC (2-[(α-methyl-3-trifluoromethylbenzylidene)aminooxy]-α-methoxyiminophenylacetaldehyde). RXN SMILES: [H-].C([Al+]CC(C)C)C(C)C.C1(C)C=CC=CC=1.[CH3:18][C:19](=[N:30][O:31][C:32]1[CH:37]=[CH:36][CH:35]=[CH:34][C:33]=1[C:38](=[N:43][O:44][CH3:45])[C:39](OC)=[O:40])[C:20]1[CH:25]=[CH:24][CH:23]=[C:22]([C:26]([F:29])([F:28])[F:27])[CH:21]=1.ClCCl>CO>[CH3:18][C:19](=[N:30][O:31][C:32]1[CH:37]=[CH:36][CH:35]=[CH:34][C:33]=1[C:38](=[N:43][O:44][CH3:45])[CH:39]=[O:40])[C:20]1[CH:25]=[CH:24][CH:23]=[C:22]([C:26]([F:28])([F:29])[F:27])[CH:21]=1 |f:0.1.2|. Solvent: CO (Methanol). The yield is 49.1%. Run at time 3 hour. Procedure details: 1M diisobutylaluminum hydride/toluene solution (11 ml, 16.5 mmol) was added dropwise to a mixture of methyl 2-[(α-methyl-3-trifluoromethylbenzylidene)aminooxy]-α-methoxyiminophenylacetate (4.83 g, 11.8 mmol) and dichloromethane (47 ml) at −65° C. or lower over 4 minutes, and the mixture was stirred at −78° C. to room temperature for 3 hours. Methanol (7 ml) was added to the reaction mixture, and the mixture was stirred at room temperature for 1 hour. The precipitated insoluble materials were rem... The reactants are [H-].C(C(C)C)[Al+]CC(C)C.C1(=CC=CC=C1)C (diisobutylaluminum hydride toluene), CC(C1=CC(=CC=C1)C(F)(F)F)=NOC1=C(C=CC=C1)C(C(=O)OC)=NOC (methyl 2-[(α-methyl-3-trifluoromethylbenzylidene)aminooxy]-α-methoxyiminophenylacetate), ClCCl (dichloromethane).